From a dataset of the Open Reaction Database (ORD), a public repository of structured organic reaction records. describe an organic reaction: reactants, conditions, products, and yield The reactants are Cc1ccccc1, O=C1Nc2ccccc2Sc2ccc([N+](=O)[O-])cc21, O, S=P12SP3(=S)SP(=S)(S1)SP(=S)(S2)S3. Product: O=[N+]([O-])c1ccc2c(c1)C(=S)Nc1ccccc1S2. RXN SMILES: [CH3:35][c:36]1[cH:37][cH:38][cH:39][cH:40][cH:41]1.[N+:1](=[O:2])([O-:3])[c:4]1[cH:5][cH:6][c:7]2[c:8]([cH:19]1)[C:9](=[O:18])[NH:10][c:11]1[c:12]([cH:14][cH:15][cH:16][cH:17]1)[S:13]2.[OH2:34].[P:20]12(=[S:21])[S:22][P:23]3(=[S:33])[S:24][P:25](=[S:31])([S:26][P:27](=[S:30])([S:28]3)[S:29]1)[S:32]2>>[N+:1](=[O:2])([O-:3])[c:4]1[cH:5][cH:6][c:7]2[c:8]([cH:19]1)[C:9](=[S:21])[NH:10][c:11]1[c:12]([cH:14][cH:15][cH:16][cH:17]1)[S:13]2. The reactants are C(C)N(C(C)C)C(C)C (N-ethyl-N-isopropylpropan-2-amine), N[C@H]1CN(CC1)C1=NC(=NC2=CC(=CC=C12)C)C1=C(C=CC=C1F)O (2-(4-((R)-3-aminopyrrolidin-1-yl)-7-methylquinazolin-2-yl)-3-fluorophenol), ClC(=O)O[C@@H]1COCC1 ((S)-tetrahydrofuran-3-yl chloroformate). Solvent: C1CCOC1 (THF). The product is FC1=C(C(=CC=C1)O)C1=NC2=CC(=CC=C2C(=N1)N1C[C@@H](CC1)NC(O[C@@H]1COCC1)=O)C ((S)-tetrahydrofuran-3-yl (R)-1-(2-(2-fluoro-6-hydroxyphenyl)-7-methylquinazolin-4-yl)pyrrolidin-3-ylcarbamate). The yield is 88.4%. RXN SMILES: C(N(C(C)C)C(C)C)C.[NH2:10][C@@H:11]1[CH2:15][CH2:14][N:13]([C:16]2[C:25]3[C:20](=[CH:21][C:22]([CH3:26])=[CH:23][CH:24]=3)[N:19]=[C:18]([C:27]3[C:32]([F:33])=[CH:31][CH:30]=[CH:29][C:28]=3[OH:34])[N:17]=2)[CH2:12]1.Cl[C:36]([O:38][C@H:39]1[CH2:43][CH2:42][O:41][CH2:40]1)=[O:37]>C1COCC1>[F:33][C:32]1[CH:31]=[CH:30][CH:29]=[C:28]([OH:34])[C:27]=1[C:18]1[N:17]=[C:16]([N:13]2[CH2:14][CH2:15][C@@H:11]([NH:10][C:36](=[O:37])[O:38][C@H:39]3[CH2:43][CH2:42][O:41][CH2:40]3)[CH2:12]2)[C:25]2[C:20](=[CH:21][C:22]([CH3:26])=[CH:23][CH:24]=2)[N:19]=1. Procedure details: At room temperature, N-ethyl-N-isopropylpropan-2-amine (155 mL, 0.88 mmol) was added to a solution of 2-(4-((R)-3-aminopyrrolidin-1-yl)-7-methylquinazolin-2-yl)-3-fluorophenol (150 mg, 0.40 mmol) in THF. The mixture was cooled in an ice bath, and (S)-tetrahydrofuran-3-yl chloroformate (63 mg, 0.42 mmol) was added slowly over a period of 10 minutes. After warming to room temperature, the reaction was quenched with water and extracted twice with CH2Cl2. The combined organic layers were dried over ...